From a dataset of the Open Reaction Database (ORD), a public repository of structured organic reaction records. describe an organic reaction: reactants, conditions, products, and yield Product: FC(C(=O)O)(F)F.ClC=1C=NC=2NC=3C=CC=C(CCC4=C(C=CC(NC1N2)=C4)NC(CC4CCN(CC4)C(=O)NC(C)C)=O)C3 (4-(2-{[6-Chloro-2,4,8,22-tetraazatetracyclo[14.3.1.1(3,7).1(9,13)]docosa-1(20),3(22),4,6,9(21),10,12,16,18-nonaen-12-yl]amino}-2-oxoethyl)-N-isopropylpiperidine-1-carboxamide trifluoroacetate). Yield: 41.0%. Reaction SMILES: [F:1][C:2]([F:7])([F:6])[C:3]([OH:5])=[O:4].FC(F)(F)C(O)=O.[Cl:15][C:16]1[CH:17]=[N:18][C:19]2[NH:20][C:21]3[CH:22]=[CH:23][CH:24]=[C:25]([CH:47]=3)[CH2:26][CH2:27][C:28]3[CH:36]=[C:32]([NH:33][C:34]=1[N:35]=2)[CH:31]=[CH:30][C:29]=3[NH:37][C:38](=[O:46])[CH2:39][CH:40]1[CH2:45][CH2:44][NH:43][CH2:42][CH2:41]1.[N:48]([CH:51]([CH3:53])[CH3:52])=[C:49]=[O:50]>>[F:1][C:2]([F:7])([F:6])[C:3]([OH:5])=[O:4].[Cl:15][C:16]1[CH:17]=[N:18][C:19]2[NH:20][C:21]3[CH:22]=[CH:23][CH:24]=[C:25]([CH:47]=3)[CH2:26][CH2:27][C:28]3[CH:36]=[C:32]([NH:33][C:34]=1[N:35]=2)[CH:31]=[CH:30][C:29]=3[NH:37][C:38](=[O:46])[CH2:39][CH:40]1[CH2:45][CH2:44][N:43]([C:49]([NH:48][CH:51]([CH3:53])[CH3:52])=[O:50])[CH2:42][CH2:41]1 |f:0.1.2,4.5|. The reactants are FC(C(=O)O)(F)F.FC(C(=O)O)(F)F.ClC=1C=NC=2NC=3C=CC=C(CCC4=C(C=CC(NC1N2)=C4)NC(CC4CCNCC4)=O)C3 (N-[6-chloro-2,4,8,22-tetraazatetracyclo[14.3.1.1(3,7).1(9,13)]docosa-1(20),3(22),4,6,9(21),10,12,16,18-nonaen-12-yl]-2-piperidin-4-ylacetamide bis(trifluoroacetate)), N(=C=O)C(C)C (2-isocyanatopropane). Procedure details: The desired compound was prepared according to the procedure of Example A9, step H using N-[6-chloro-2,4,8,22-tetraazatetracyclo[14.3.1.1(3,7).1(9,13)]docosa-1(20),3(22),4,6,9(21),10,12,16,18-nonaen-12-yl]-2-piperidin-4-ylacetamide bis(trifluoroacetate) and 2-isocyanatopropane as starting materials in 41% yield. 1H NMR (300 MHz, DMSO-d6): δ 9.43 (s, 1H), 9.33 (s, 1H), 9.31 (s, 1H), 8.12 (s, 1H), 7.98 (s, 1H), 7.73 (s, 1H), 7.21 (d, 1H), 7.04 (m, 2H), 6.87 (d, 1H), 6.78 (d, 1H), 6.09 (m, 1H), 3.9... The reactants are ClCCOC=1C(=C(C=CC1)N)CS(=O)(=O)C1=CC=CC2=CC=CC=C12 (3-(2-chloro-ethoxy)-2-(naphthalene-1-sulfonylmethyl)-phenyl amine), Cl (HCl), N(=O)[O-].[Na+] (sodium nitrite), C([O-])(O)=O.[Na+] (sodium bicarbonate). Run in C1CCOC1 (THF), O (H2O). Conditions: temperature 3 celsius. Product: ClCCOC1=C2C(=NNC2=CC=C1)S(=O)(=O)C1=CC=CC2=CC=CC=C12 (4-(2-Chloro-ethoxy)-3-(naphthalene-1-sulfonyl)-1-H-indazole), solid. The yield is 91.9%. RXN SMILES: [Cl:1][CH2:2][CH2:3][O:4][C:5]1[C:6]([CH2:12][S:13]([C:16]2[C:25]3[C:20](=[CH:21][CH:22]=[CH:23][CH:24]=3)[CH:19]=[CH:18][CH:17]=2)(=[O:15])=[O:14])=[C:7]([NH2:11])[CH:8]=[CH:9][CH:10]=1.Cl.[N:27]([O-])=O.[Na+].C(=O)(O)[O-].[Na+]>C1COCC1.O>[Cl:1][CH2:2][CH2:3][O:4][C:5]1[CH:10]=[CH:9][CH:8]=[C:7]2[C:6]=1[C:12]([S:13]([C:16]1[C:25]3[C:20](=[CH:21][CH:22]=[CH:23][CH:24]=3)[CH:19]=[CH:18][CH:17]=1)(=[O:15])=[O:14])=[N:27][NH:11]2 |f:2.3,4.5|. Reported procedure: A mixture of 3-(2-chloro-ethoxy)-2-(naphthalene-1-sulfonylmethyl)-phenyl amine (0.78 g, 2.1 mmoles) in THF (5 mL), and 4M HCl (10 mL) was stirred in a round bottom flask, under nitrogen, at 3° C. A solution of sodium nitrite (0.15 g, 2.2 mmoles) in H2O (1 mL) was added dropwise. The reaction mixture was poured into a cold solution of saturated sodium bicarbonate (100 mL) and extracted with EtOAc. Compound was dried over Na2SO4, and concentrated under vacuum to afford the title compound as an off... The reactants are FC1=CC=C(C=C1)C(CCN(CCN)C)C1=NC=CC=C1 (N-[3-(4-fluorophenyl)-3-(2-pyridyl)propyl]-N-methyl-1,2-ethanediamine), C(=O)(N1C=NC=C1)N1C=NC=C1 (1,1'-carbonyldiimidazole), N1(CCCCC1)CC=1C=C(OCCCN)C=CC1 (3-[3-(piperidinomethyl)phenoxy]propaneamine). Run in C(Cl)Cl (methylene chloride). Product: FC1=CC=C(C=C1)C(CCN(C)CCNC(=O)NCCCOC1=CC(=CC=C1)CN1CCCCC1)C1=NC=CC=C1 (N-[2-[N-[3-(4-fluorophenyl)-3-(2-pyridyl)propyl]-N-methylamino]ethyl]-N'-[3-[3-(piperidinomethyl)phenoxy]propyl]urea). As a reaction SMILES: [F:1][C:2]1[CH:7]=[CH:6][C:5]([CH:8]([C:16]2[CH:21]=[CH:20][CH:19]=[CH:18][N:17]=2)[CH2:9][CH2:10][N:11]([CH3:15])[CH2:12][CH2:13][NH2:14])=[CH:4][CH:3]=1.[C:22](N1C=CN=C1)(N1C=CN=C1)=[O:23].[N:34]1([CH2:40][C:41]2[CH:42]=[C:43]([CH:49]=[CH:50][CH:51]=2)[O:44][CH2:45][CH2:46][CH2:47][NH2:48])[CH2:39][CH2:38][CH2:37][CH2:36][CH2:35]1>C(Cl)Cl>[F:1][C:2]1[CH:7]=[CH:6][C:5]([CH:8]([C:16]2[CH:21]=[CH:20][CH:19]=[CH:18][N:17]=2)[CH2:9][CH2:10][N:11]([CH2:12][CH2:13][NH:14][C:22]([NH:48][CH2:47][CH2:46][CH2:45][O:44][C:43]2[CH:49]=[CH:50][CH:51]=[C:41]([CH2:40][N:34]3[CH2:39][CH2:38][CH2:37][CH2:36][CH2:35]3)[CH:42]=2)=[O:23])[CH3:15])=[CH:4][CH:3]=1. Procedure: Preparation is effected analogously to Example 63, using 1 g (3.5 mmol) of N-[3-(4-fluorophenyl)-3-(2-pyridyl)propyl]-N-methyl-1,2-ethanediamine, an equimolar amount of 1,1'-carbonyldiimidazole and 0.9 g (3.6 mmol) of 3-[3-(piperidinomethyl)phenoxy]propaneamine as starting materials. Working up by chromatography (eluant: methylene chloride) analogously to Example 63 yields the purified title compound in the form of an oil; MS (EI-80 eV): m/z (rel. int.[%])=561 ([M]+., 3), 84 (70), 214 (100). For...